Dataset: the Open Reaction Database (ORD), a public repository of structured organic reaction records. Task: describe an organic reaction: reactants, conditions, products, and yield Starting materials: [OH-].[Na+] (sodium hydroxide), NC=1SC2=C(N1)C=CC1=C2C=CC=C1 (2-aminobenzo[g]benzothiazole). The solvent is O (water), C(CO)O (ethylene glycol), O (water). The product is NC1=C(C2=CC=CC=C2C=C1)S (2-Aminonaphthalene-1-thiol). As a reaction SMILES: [OH-].[Na+].NC1[S:5][C:6]2[C:12]3[CH:13]=[CH:14][CH:15]=[CH:16][C:11]=3[CH:10]=[CH:9][C:7]=2[N:8]=1>O.C(O)CO>[NH2:8][C:7]1[CH:9]=[CH:10][C:11]2[C:12](=[CH:13][CH:14]=[CH:15][CH:16]=2)[C:6]=1[SH:5] |f:0.1|. Procedure details: To a solution of 30.0 g sodium hydroxide in 30 mL of water and 140 mL of ethylene glycol was added 18.0 g of 2-aminobenzo[g]benzothiazole. The mixture was heated at reflux under nitrogen for 20 hours and diluted with 80 mL of water. After cooling, the mixture was filtered, then the filtrate was chilled in an ice-bath and neutralized with acetic acid. The aqueous suspension was extracted with ether (3×200 mL) and the combined extracts were dried (magnesium sulfate). Removal of the solvent gave th... Starting materials: CO, CC=Cc1ccc(S(C)(=O)=O)cc1N, [H][H]. The product is CCCc1ccc(S(C)(=O)=O)cc1N. Reaction SMILES: [CH3:17][OH:18].[CH3:1][S:2](=[O:3])(=[O:4])[c:5]1[cH:6][cH:7][c:8]([CH:12]=[CH:13][CH3:14])[c:9]([NH2:10])[cH:11]1.[H:15][H:16]>>[CH3:1][S:2](=[O:3])(=[O:4])[c:5]1[cH:6][cH:7][c:8]([CH2:12][CH2:13][CH3:14])[c:9]([NH2:10])[cH:11]1.